This data is from the Open Reaction Database (ORD), a public repository of structured organic reaction records. The task is: describe an organic reaction: reactants, conditions, products, and yield Starting materials: C(C1=CC=CC=C1)=CC(C)=O (benzalacetone), C1=CC=C(C=C1)P(C2=CC=CC=C2)C3=C(C4=CC=CC=C4C=C3)C5=C(C=CC6=CC=CC=C65)P(C7=CC=CC=C7)C8=CC=CC=C8 ((+)-BINAP), F[B-](F)(F)F (BF4). The solvent is stainless steel. Yields the product C1(=CC=CC=C1)C=CC(C)O (4-phenyl-3-buten-2ol). Isolated yield 26.4%. As a reaction SMILES: [CH:1](=[CH:8][C:9](=[O:11])[CH3:10])[C:2]1[CH:7]=[CH:6][CH:5]=[CH:4][CH:3]=1.C1C=CC(P(C2C=CC3C(=CC=CC=3)C=2C2C3C(=CC=CC=3)C=CC=2P(C2C=CC=CC=2)C2C=CC=CC=2)C2C=CC=CC=2)=CC=1.F[B-](F)(F)F>>[C:2]1([CH:1]=[CH:8][CH:9]([OH:11])[CH3:10])[CH:7]=[CH:6][CH:5]=[CH:4][CH:3]=1. Procedure: In a 100 ml stainless steel autoclave were charged 5 g (34.2 mmole) of benzalacetone and 0.204 g (0.171 mmole) of ##STR25## ((+)-BINAP)}BF4 synthesized in Example 1, and the mixture was allowed to react in the same manner as in Example 12 to obtain 1.34 g of 4-phenyl-3-buten-2ol having a purity of 70% and an optical purity of 70.3 %ee at a conversion of 26.7%. Starting materials: C(C)OC(CN1N=C(C=C1N)C=1C=NN(C1)CC1=CC=C(C=C1)OC)OCC (1-(2,2-Diethoxyethyl)-1′-(4-methoxybenzyl)-1H,1′H-3,4′-bipyrazol-5-amine). Solvent: C(C)O (ethanol), S(O)(O)(=O)=O (sulphuric acid). The product is COC1=CC=C(CN2N=CC(=C2)C=2C=C3N(N2)C=CN3)C=C1 (6-[1-(4-Methoxybenzyl)-1H-pyrazol-4-yl]-1H-imidazo[1,2-b]pyrazole). Reaction SMILES: C(O[CH:4](OCC)[CH2:5][N:6]1[C:10]([NH2:11])=[CH:9][C:8]([C:12]2[CH:13]=[N:14][N:15]([CH2:17][C:18]3[CH:23]=[CH:22][C:21]([O:24][CH3:25])=[CH:20][CH:19]=3)[CH:16]=2)=[N:7]1)C>C(O)C.S(=O)(=O)(O)O>[CH3:25][O:24][C:21]1[CH:22]=[CH:23][C:18]([CH2:17][N:15]2[CH:16]=[C:12]([C:8]3[CH:9]=[C:10]4[NH:11][CH:4]=[CH:5][N:6]4[N:7]=3)[CH:13]=[N:14]2)=[CH:19][CH:20]=1. Procedure: In a microwave oven (Biotage Initiator, with Dynamic Field Tuning), 155 mg (0.40 mmol) of the compound of Example 2A in 0.4 ml of ethanol and 0.2 ml of 2 M sulphuric acid were heated at 120° C. for 15 min. The reaction was then purified directly by preparative HPLC (Method 11). The product fractions were concentrated and the residue was dried under high vacuum. This gave 54 mg (46% of theory) of the title compound. The reactants are CC(C)(C)OC(=O)N[C@H]1CC[C@H](CC1)C(=O)O (cis-4-({[(1,1-dimethylethyl)oxy]carbonyl}amino)cyclohexanecarboxylic acid), [H-].[Na+] (NaH), CI (MeI). Solvent: CN(C)C=O (DMF). Reaction conditions: time 1 hour. The product is CC(C)(C)OC(=O)N([C@H]1CC[C@H](CC1)C(=O)O)C (cis-4-[{[(1,1-dimethylethyl)oxy]carbonyl}(methyl)amino)cyclohexanecarboxylic acid). RXN SMILES: [H-].[Na+].[CH3:3][C:4]([O:7][C:8]([NH:10][C@@H:11]1[CH2:16][CH2:15][C@H:14]([C:17]([OH:19])=[O:18])[CH2:13][CH2:12]1)=[O:9])([CH3:6])[CH3:5].[CH3:20]I>CN(C=O)C>[CH3:6][C:4]([O:7][C:8]([N:10]([CH3:20])[C@@H:11]1[CH2:12][CH2:13][C@H:14]([C:17]([OH:19])=[O:18])[CH2:15][CH2:16]1)=[O:9])([CH3:3])[CH3:5] |f:0.1|. Procedure details: To a suspension of NaH (1.0 g, 41 mmol, 2.5 equiv) in DMF (30 mL) at −10° C. was added cis-4-({[(1,1-dimethylethyl)oxy]carbonyl}amino)cyclohexanecarboxylic acid (4.0 g, 16 mmol, 1.0 equiv). The reaction mixture was allowed to warm to room temperature and then was stirred for 1 h. The mixture was again cooled to −10° C., and MeI (25 g, 260 mmol, 16 equiv) was added dropwise. The cold bath was removed, and the reaction mixture was stirred for 3 h at room temperature. The mixture was poured onto ic... Reactants: CCc1c(C(=O)C(N)=O)c2c(OCC(=O)OC)ncnc2n1Cc1ccccc1, CO, Cl, [Na+], [OH-]. The product is CCc1c(C(=O)C(N)=O)c2c(OCC(=O)O)ncnc2n1Cc1ccccc1. Reaction SMILES: [CH3:1][O:2][C:3]([CH2:4][O:5][c:6]1[c:7]2[c:8]([n:9][cH:10][n:11]1)[n:12]([CH2:22][c:23]1[cH:24][cH:25][cH:26][cH:27][cH:28]1)[c:13]([CH2:20][CH3:21])[c:14]2[C:15]([C:16](=[O:17])[NH2:18])=[O:19])=[O:29].[CH3:33][OH:34].[ClH:32].[Na+:31].[OH-:30]>>[O:2]=[C:3]([CH2:4][O:5][c:6]1[c:7]2[c:8]([n:9][cH:10][n:11]1)[n:12]([CH2:22][c:23]1[cH:24][cH:25][cH:26][cH:27][cH:28]1)[c:13]([CH2:20][CH3:21])[c:14]2[C:15]([C:16](=[O:17])[NH2:18])=[O:19])[OH:29].